This data is from the Open Reaction Database (ORD), a public repository of structured organic reaction records. The task is: describe an organic reaction: reactants, conditions, products, and yield Starting materials: CC(C)=O, NC1=NCCS1, O=C1C(=Cc2ccccc2)CSCC1=Cc1ccccc1. Product: OC1(NC2=NCCS2)C(=Cc2ccccc2)CSCC1=Cc1ccccc1. Reaction SMILES: [CH3:28][C:29](=[O:30])[CH3:31].[NH2:22][C:23]1=[N:27][CH2:26][CH2:25][S:24]1.[c:1]1([CH:7]=[C:8]2[CH2:9][S:10][CH2:11][C:12](=[CH:15][c:16]3[cH:17][cH:18][cH:19][cH:20][cH:21]3)[C:13]2=[O:14])[cH:2][cH:3][cH:4][cH:5][cH:6]1>>[c:1]1([CH:7]=[C:8]2[CH2:9][S:10][CH2:11][C:12](=[CH:15][c:16]3[cH:17][cH:18][cH:19][cH:20][cH:21]3)[C:13]2([OH:14])[NH:22][C:23]2=[N:27][CH2:26][CH2:25][S:24]2)[cH:2][cH:3][cH:4][cH:5][cH:6]1. Reactants: N (ammonia), S(=O)(Cl)Cl (thionyl chloride), ClC=1C(=C(C(=O)O)C(=CC1)C(F)(F)F)F (3-chloro-2-fluoro-6-trifluoromethylbenzoic acid), resultant mixture. The reagents and catalysts are C(C)N(CC)CC (triethylamine). Reaction conditions: temperature 5 celsius. Product: ClC=1C(=C(C(=O)N)C(=CC1)C(F)(F)F)F (3-chloro-2-fluoro-6-trifluoromethylbenzamide). Reaction SMILES: S(Cl)(Cl)=O.[Cl:5][C:6]1[C:7]([F:19])=[C:8]([C:12]([C:15]([F:18])([F:17])[F:16])=[CH:13][CH:14]=1)[C:9](O)=[O:10].[NH3:20]>C(N(CC)CC)C>[Cl:5][C:6]1[C:7]([F:19])=[C:8]([C:12]([C:15]([F:18])([F:17])[F:16])=[CH:13][CH:14]=1)[C:9]([NH2:20])=[O:10]. Procedure details: 420 g of thionyl chloride was added to 286 g of 3-chloro-2-fluoro-6-trifluoromethylbenzoic acid, and to the resultant mixture was further added 5 drops of triethylamine and the mixture then heated at reflux for 4 hours. After cooling, the reaction mixture was concentrated under reduced pressure, and 3-chloro-2-fluoro-6-trifluoromethylbenzoyl chloride obtained was added into 1 liter of 28% aqueous ammonia solution, which has be cooled down to 5° C. over 10 minutes with stirring. Then. the solutio... Starting materials: C1(CC1)N1CCN(C2=CC=CC=C12)C(=O)C=1C=NC=CC1OC1=C(C=C(C(=C1)Cl)O)Cl ((4-Cyclopropyl-3,4-dihydro-2H-quinoxalin-1-yl)-[4-(2,5-dichloro-4-hydroxy-phenoxy)-pyridin-3-yl]-methanone), C(C)OC(C(C)(C)Br)=O (2-bromo-2-methyl-propionic acid ethyl ester). Run in CCCCCCC.C(C)(=O)OCC (n-heptane ethyl acetate). The product is C(C)OC(C(C)(C)OC1=C(C=C(C(=C1)Cl)OC1=C(C=NC=C1)C(=O)N1CCN(C2=CC=CC=C12)C1CC1)Cl)=O (2-{2,5-Dichloro-4-[3-(4-cyclopropyl-3,4-dihydro-2H-quinoxaline-1-carbonyl)-pyridin-4-yloxy]-phenoxy}-2-methyl-propionic acid ethyl ester). As a reaction SMILES: [CH:1]1([N:4]2[C:13]3[C:8](=[CH:9][CH:10]=[CH:11][CH:12]=3)[N:7]([C:14]([C:16]3[CH:17]=[N:18][CH:19]=[CH:20][C:21]=3[O:22][C:23]3[CH:28]=[C:27]([Cl:29])[C:26]([OH:30])=[CH:25][C:24]=3[Cl:31])=[O:15])[CH2:6][CH2:5]2)[CH2:3][CH2:2]1.[CH2:32]([O:34][C:35](=[O:40])[C:36](Br)([CH3:38])[CH3:37])[CH3:33]>CCCCCCC.C(OCC)(=O)C>[CH2:32]([O:34][C:35](=[O:40])[C:36]([O:30][C:26]1[CH:25]=[C:24]([Cl:31])[C:23]([O:22][C:21]2[CH:20]=[CH:19][N:18]=[CH:17][C:16]=2[C:14]([N:7]2[C:8]3[C:13](=[CH:12][CH:11]=[CH:10][CH:9]=3)[N:4]([CH:1]3[CH2:2][CH2:3]3)[CH2:5][CH2:6]2)=[O:15])=[CH:28][C:27]=1[Cl:29])([CH3:38])[CH3:37])[CH3:33] |f:2.3|. Reported procedure: The title compound was prepared in analogy to Example 58, from (4-cyclopropyl-3,4-dihydro-2H-quinoxalin-1-yl)-[4-(2,5-dichloro-4-hydroxy-phenoxy)-pyridin-3-yl]-methanone (Example 57) and 2-bromo-2-methyl-propionic acid ethyl ester (commercially available, CAS RN 600-00-0) after a reaction time of 23 hours at room temperature and using a gradient of n-heptane:ethyl acetate (100:0 to 40:60) for the chromatographic purification. Light brown foam (30%). MS (ESI): m/z=570.156 [M+H]+. The reactants are CSC1=NSC(=C1C(=O)N)NC1=CC=NC=C1 (3-Methylsulfanyl-5-(pyridin-4-ylamino)-isothiazole-4-carboxylic acid amide), O (Water), C(C)(=O)OC(C)=O (acetic anhydride), OO (Hydrogen peroxide), OO (hydrogen peroxide). Run in C(C)(=O)O (acetic acid). Conditions: time 1 hour. Product: CS(=O)(=O)C1=NSC(=C1C(=O)N)NC1=CC=NC=C1 (3-Methanesulfonyl-5-(pyridin-4-ylamino)-isothiazole-4-carboxylic acid amide). Reaction SMILES: [CH3:1][S:2][C:3]1[C:7]([C:8]([NH2:10])=[O:9])=[C:6]([NH:11][C:12]2[CH:17]=[CH:16][N:15]=[CH:14][CH:13]=2)[S:5][N:4]=1.OO.[OH2:20].C(OC(=O)C)(=[O:23])C>C(O)(=O)C>[CH3:1][S:2]([C:3]1[C:7]([C:8]([NH2:10])=[O:9])=[C:6]([NH:11][C:12]2[CH:17]=[CH:16][N:15]=[CH:14][CH:13]=2)[S:5][N:4]=1)(=[O:23])=[O:20]. Reported procedure: Compound 8 (500 mg, 1.88 mmol) is slurried in acetic anhydride (1.25 mL) and acetic acid (1.25 mL). Hydrogen peroxide (30%, 0.532 mL, 4.7 mmol) is added and stirred for 1 hour. Additional hydrogen peroxide (30%, 0.532 mL, 4.7 mmol) is then added and the reaction is stirred for 1 hour. Water (about 15 mL) is added and the solids were filtered and further dried in vacuo. These solids were determined to be mainly 3-Methanesulfinyl-5-(pyridin-4-ylamino)-isothiazole-4-carboxylic acid amide. The solid...